Task: describe an organic reaction: reactants, conditions, products, and yield. Dataset: the Open Reaction Database (ORD), a public repository of structured organic reaction records The reactants are O=C([O-])[O-], CC1(C)c2cccc(P(c3ccccc3)c3ccccc3)c2Oc2c(P(c3ccccc3)c3ccccc3)cccc21, Clc1cc(I)c(Cl)cn1, [Cs+], [Cs+], CNC(=O)c1cccc(F)c1N, CC(=O)[O-], CC(=O)[O-], C1COCCO1, [Pd+2]. The product is CNC(=O)c1cccc(F)c1Nc1cc(Cl)ncc1Cl. Reaction SMILES: [C:43](=[O:44])([O-:45])[O-:46].[CH3:1][C:2]1([CH3:3])[c:4]2[cH:5][cH:6][cH:7][c:8]([P:9]([c:10]3[cH:11][cH:12][cH:13][cH:14][cH:15]3)[c:16]3[cH:17][cH:18][cH:19][cH:20][cH:21]3)[c:22]2[O:23][c:24]2[c:25]1[cH:26][cH:27][cH:28][c:29]2[P:30]([c:31]1[cH:32][cH:33][cH:34][cH:35][cH:36]1)[c:37]1[cH:38][cH:39][cH:40][cH:41][cH:42]1.[Cl:49][c:50]1[n:51][cH:52][c:53]([Cl:57])[c:54]([I:56])[cH:55]1.[Cs+:47].[Cs+:48].[NH2:58][c:59]1[c:60]([C:61](=[O:62])[NH:63][CH3:64])[cH:65][cH:66][cH:67][c:68]1[F:69].[O-:77][C:78]([CH3:79])=[O:80].[O-:81][C:82]([CH3:83])=[O:84].[O:70]1[CH2:71][CH2:72][O:73][CH2:74][CH2:75]1.[Pd+2:76]>>[Cl:49][c:50]1[n:51][cH:52][c:53]([Cl:57])[c:54]([NH:58][c:59]2[c:60]([C:61](=[O:62])[NH:63][CH3:64])[cH:65][cH:66][cH:67][c:68]2[F:69])[cH:55]1. The reactants are C(C1=CC=CO1)NC1=NC=C(C(=N1)O)C(=O)OCC (2-Furfurylamino-5-ethoxycarbonyl-4-hydroxypyrimidine), [OH-].[Na+] (NaOH). Solvent: O (water). Yields the product C(C1=CC=CO1)NC1=NC=C(C(=N1)O)C(=O)O (2-Furfurylamino-4-hydroxypyrimidine-5-carboxylic acid). Isolated yield 93.0%. RXN SMILES: [CH2:1]([NH:7][C:8]1[N:13]=[C:12]([OH:14])[C:11]([C:15]([O:17]CC)=[O:16])=[CH:10][N:9]=1)[C:2]1[O:6][CH:5]=[CH:4][CH:3]=1.[OH-].[Na+]>O>[CH2:1]([NH:7][C:8]1[N:13]=[C:12]([OH:14])[C:11]([C:15]([OH:17])=[O:16])=[CH:10][N:9]=1)[C:2]1[O:6][CH:5]=[CH:4][CH:3]=1 |f:1.2|. Procedure: 2-Furfurylamino-5-ethoxycarbonyl-4-hydroxypyrimidine (526 mg, 2 mmol) was hydrolysed in water (10 ml) with NaOH (5 mmol, 200 mg) by refluxing for 3 h. Cooling and acidification to pH 2 yielded the named product as a precipitate. (435 mg, 93% yield). Reactants: CON(C)C(=O)C(Cc1cc(F)ccc1F)NC(=O)OC(C)(C)C, Cc1cc(Cl)ccc1C(=O)NC(C)(C)C. Product: CC(C)(C)NC(=O)c1ccc(Cl)cc1CC(=O)C(Cc1cc(F)ccc1F)NC(=O)OC(C)(C)C. As a reaction SMILES: [C:1]([CH3:2])([CH3:3])([CH3:4])[O:5][C:6]([NH:7][CH:8]([CH2:9][c:10]1[c:11]([F:17])[cH:12][cH:13][c:14]([F:16])[cH:15]1)[C:18]([N:19]([O:20][CH3:21])[CH3:22])=[O:23])=[O:24].[C:25]([CH3:26])([CH3:27])([CH3:28])[NH:29][C:30]([c:31]1[c:32]([CH3:38])[cH:33][c:34]([Cl:37])[cH:35][cH:36]1)=[O:39]>>[C:1]([CH3:2])([CH3:3])([CH3:4])[O:5][C:6]([NH:7][CH:8]([CH2:9][c:10]1[c:11]([F:17])[cH:12][cH:13][c:14]([F:16])[cH:15]1)[C:18](=[O:23])[CH2:38][c:32]1[c:31]([C:30]([NH:29][C:25]([CH3:26])([CH3:27])[CH3:28])=[O:39])[cH:36][cH:35][c:34]([Cl:37])[cH:33]1)=[O:24]. The reactants are Clc1ccnc2cc(OCCBr)cnc12, O=C([O-])[O-], Cl, FC1CCNC1, [I-], [K+], [K+], [Na+], CN(C)C=O. Product: FC1CCN(CCOc2cnc3c(Cl)ccnc3c2)C1. Reaction SMILES: [Br:14][CH2:15][CH2:16][O:17][c:18]1[cH:19][n:20][c:21]2[c:22]([Cl:28])[cH:23][cH:24][n:25][c:26]2[cH:27]1.[C:8](=[O:9])([O-:10])[O-:11].[ClH:1].[F:2][CH:3]1[CH2:4][NH:5][CH2:6][CH2:7]1.[I-:30].[K+:12].[K+:13].[Na+:29].[O:31]=[CH:32][N:33]([CH3:34])[CH3:35]>>[F:2][CH:3]1[CH2:4][N:5]([CH2:15][CH2:16][O:17][c:18]2[cH:19][n:20][c:21]3[c:22]([Cl:28])[cH:23][cH:24][n:25][c:26]3[cH:27]2)[CH2:6][CH2:7]1. Reactants: [Al+3], CC(=O)Cl, CC1C(C)(C)c2ccccc2C1(C)C, [Cl-], [Cl-], [Cl-], O. Yields the product CC(=O)c1ccc2c(c1)C(C)(C)C(C)C2(C)C. As a reaction SMILES: [Al+3:20].[CH3:15][C:16]([Cl:17])=[O:18].[CH3:1][C:2]1([CH3:14])[CH:3]([CH3:13])[C:4]([CH3:11])([CH3:12])[c:5]2[cH:6][cH:7][cH:8][cH:9][c:10]21.[Cl-:19].[Cl-:21].[Cl-:22].[OH2:23]>>[CH3:1][C:2]1([CH3:14])[CH:3]([CH3:13])[C:4]([CH3:11])([CH3:12])[c:5]2[cH:6][cH:7][c:8]([C:16]([CH3:15])=[O:18])[cH:9][c:10]21. Reactants: 18s, C1(=CC=CC=C1)P(C1=CC=CC=C1)C1=CC=CC=C1 (triphenylphosphine), CCOC(=O)/N=N/C(=O)OCC (DEAD), OC[C@H]1OCCN(C1)CC(=O)N1CCC2=CC=CC=C12 ((S)-2-(2-(Hydroxymethyl)morpholino)-1-(indolin-1-yl)ethanone), ClC=1C=C(C=CC1)O (3-chlorophenol). Run in C1CCOC1 (THF). Yields the product ClC=1C=C(OC[C@H]2OCCN(C2)CC(=O)N2CCC3=CC=CC=C23)C=CC1 ((S)-2-(2-((3-Chlorophenoxy)methyl)morpholino)-1-(indolin-1-yl)ethanone). The yield is 65.9%. RXN SMILES: [OH:1][CH2:2][C@@H:3]1[CH2:8][N:7]([CH2:9][C:10]([N:12]2[C:20]3[C:15](=[CH:16][CH:17]=[CH:18][CH:19]=3)[CH2:14][CH2:13]2)=[O:11])[CH2:6][CH2:5][O:4]1.[Cl:21][C:22]1[CH:23]=[C:24](O)[CH:25]=[CH:26][CH:27]=1.C1(P(C2C=CC=CC=2)C2C=CC=CC=2)C=CC=CC=1.CCOC(/N=N/C(OCC)=O)=O>C1COCC1>[Cl:21][C:22]1[CH:27]=[C:26]([CH:25]=[CH:24][CH:23]=1)[O:1][CH2:2][C@@H:3]1[CH2:8][N:7]([CH2:9][C:10]([N:12]2[C:20]3[C:15](=[CH:16][CH:17]=[CH:18][CH:19]=3)[CH2:14][CH2:13]2)=[O:11])[CH2:6][CH2:5][O:4]1. Reported procedure: Compound 22s was synthesised by essentially the same procedure as compound 18s (Example 16), using compound 48 (Example 7; 55 mg, 0.2 mmol), 3-chlorophenol (39 mg, 0.3 mmol), triphenylphosphine (78 mg, 0.3 mmol), DEAD (0.05 ml, 0.3 mmol), and THF (1 ml). The crude residue was purified twice by flash column chromatography (silica, DCM/MeOH 1:0 to 8:2) to afford the title compound as a colourless oil (51 mg; 65%). Analyses were performed on the free base, and the free base was converted to the HCl...